Dataset: the Open Reaction Database (ORD), a public repository of structured organic reaction records. Task: describe an organic reaction: reactants, conditions, products, and yield Starting materials: BrP(Br)Br, COc1cccc(C(C)=O)c1Br, ClCCl, CO. Yields the product CC(=O)c1cccc(O)c1Br. As a reaction SMILES: [Br:13][P:14]([Br:15])[Br:16].[Br:1][c:2]1[c:3]([C:10]([CH3:11])=[O:12])[cH:4][cH:5][cH:6][c:7]1[O:8][CH3:9].[CH2:19]([Cl:20])[Cl:21].[CH3:17][OH:18]>>[Br:1][c:2]1[c:3]([C:10]([CH3:11])=[O:12])[cH:4][cH:5][cH:6][c:7]1[OH:8]. Reactants: CCCCCCCCCCCCn1c(C)ccc1-c1ccc(O)cc1, Cc1ccccc1, CCOC(=O)N=NC(=O)OCC, CCOC(=O)C(O)Cc1ccccc1, c1ccc(P(c2ccccc2)c2ccccc2)cc1. The product is CCCCCCCCCCCCn1c(C)ccc1-c1ccc(OC(Cc2ccccc2)C(=O)OCC)cc1. Reaction SMILES: [CH2:1]([CH2:2][CH2:3][CH2:4][CH2:5][CH2:6][CH2:7][CH2:8][CH2:9][CH2:10][CH2:11][CH3:12])[n:13]1[c:14](-[c:19]2[cH:20][cH:21][c:22]([OH:25])[cH:23][cH:24]2)[cH:15][cH:16][c:17]1[CH3:18].[CH3:71][c:72]1[cH:73][cH:74][cH:75][cH:76][cH:77]1.[O:59]=[C:60]([O:61][CH2:62][CH3:63])[N:64]=[N:65][C:66]([O:67][CH2:68][CH3:69])=[O:70].[OH:26][CH:27]([C:28](=[O:29])[O:30][CH2:31][CH3:32])[CH2:33][c:34]1[cH:35][cH:36][cH:37][cH:38][cH:39]1.[c:40]1([P:41]([c:42]2[cH:43][cH:44][cH:45][cH:46][cH:47]2)[c:48]2[cH:49][cH:50][cH:51][cH:52][cH:53]2)[cH:54][cH:55][cH:56][cH:57][cH:58]1>>[CH2:1]([CH2:2][CH2:3][CH2:4][CH2:5][CH2:6][CH2:7][CH2:8][CH2:9][CH2:10][CH2:11][CH3:12])[n:13]1[c:14](-[c:19]2[cH:20][cH:21][c:22]([O:25][CH:27]([C:28](=[O:29])[O:30][CH2:31][CH3:32])[CH2:33][c:34]3[cH:35][cH:36][cH:37][cH:38][cH:39]3)[cH:23][cH:24]2)[cH:15][cH:16][c:17]1[CH3:18]. The reactants are C(C)(C)(C)OC(=O)NCC(=O)O (tert-butyloxycarbonylglycine), N[C@H]1CC2CC[C@H]3[C@@H]4CC[C@H]([C@@H](CCCC(C)C)C)[C@]4(CC[C@@H]3[C@]2(CC1)C)C (3α-aminocholestane). Product: C(C)(C)(C)OC(=O)NCC(=O)N[C@H]1CC2CC[C@H]3[C@@H]4CC[C@H]([C@@H](CCCC(C)C)C)[C@]4(CC[C@@H]3[C@]2(CC1)C)C (3α-N-(N-tert-butyloxycarbonylglycyl)amino-cholestane). RXN SMILES: [C:1]([O:5][C:6]([NH:8][CH2:9][C:10]([OH:12])=O)=[O:7])([CH3:4])([CH3:3])[CH3:2].[NH2:13][C@@H:14]1[CH2:38][CH2:37][C@@:36]2([CH3:39])[CH:16]([CH2:17][CH2:18][C@@H:19]3[C@@H:35]2[CH2:34][CH2:33][C@@:32]2([CH3:40])[C@H:20]3[CH2:21][CH2:22][C@@H:23]2[C@H:24]([CH3:31])[CH2:25][CH2:26][CH2:27][CH:28]([CH3:30])[CH3:29])[CH2:15]1>>[C:1]([O:5][C:6]([NH:8][CH2:9][C:10]([NH:13][C@@H:14]1[CH2:38][CH2:37][C@@:36]2([CH3:39])[CH:16]([CH2:17][CH2:18][C@@H:19]3[C@@H:35]2[CH2:34][CH2:33][C@@:32]2([CH3:40])[C@H:20]3[CH2:21][CH2:22][C@@H:23]2[C@H:24]([CH3:31])[CH2:25][CH2:26][CH2:27][CH:28]([CH3:30])[CH3:29])[CH2:15]1)=[O:12])=[O:7])([CH3:2])([CH3:3])[CH3:4]. Procedure details: By using tert-butyloxycarbonylglycine (522 mg, 2.98 mmol) and 3α-aminocholestane (1.16 g, 2.99 mmol), the title compound was obtained in the same manner as in Synthetic Example BB1 (1.65 g, quantitative). Reactants: NS(=O)(=O)C=1N(C=CC1C(=O)OC)C (Methyl 2-(aminosulfonyl)-1-methyl-1H-pyrrole-3-carboxylate), Cl (HCl), COC1=NC(=NC(=N1)C)NC(OC1=CC=CC=C1)=O (phenyl (4-methoxy-6-methyl-1,3,5-triazin-2-yl)carbamate), C1CCC2=NCCCN2CC1 (DBU). The solvent is C(C)#N (acetonitrile), O (water). Conditions: time 30 minute. Product: COC=1N=C(NN(C1)C)NC(=O)NS(=O)(=O)C=1N(C=CC1C(=O)OC)C (Methyl 2-[[[[(4-Methoxy-6-methyl-1,3,6-triazin-2-yl)amino]carbonyl]amino]sulfonyl]-1-methyl-1H-pyrrole-3-carboxylate). RXN SMILES: [NH2:1][S:2]([C:5]1[N:6]([CH3:14])[CH:7]=[CH:8][C:9]=1[C:10]([O:12][CH3:13])=[O:11])(=[O:4])=[O:3].C[O:16][C:17]1N=C(C)[N:20]=[C:19]([NH:24][C:25](=O)[O:26][C:27]2C=CC=CC=2)[N:18]=1.C1CCN2[C:37](=[N:38][CH2:39]CC2)CC1.Cl>C(#N)C.O>[CH3:27][O:26][C:25]1[N:24]=[C:19]([NH:18][C:17]([NH:1][S:2]([C:5]2[N:6]([CH3:14])[CH:7]=[CH:8][C:9]=2[C:10]([O:12][CH3:13])=[O:11])(=[O:4])=[O:3])=[O:16])[NH:20][N:38]([CH3:39])[CH:37]=1. Procedure: Methyl 2-(aminosulfonyl)-1-methyl-1H-pyrrole-3-carboxylate (0.10 g, 0.46 mmol) and 0.13 g (0.50 mmol) of phenyl (4-methoxy-6-methyl-1,3,5-triazin-2-yl)carbamate were combined in 2 mL of acetonitrile and 0.075 mL of DBU was added and the resulting amber solution was stirred at ambient temperature for 30 min. The reaction mixture was diluted with 15 mL of water and acidified with 0.5 mL 1N HCl and the resulting precipitate was collected by filtration and rinsed successively with water and ether, t... Starting materials: [Mg] (Magnesium), BrCCC1=CC=CC=C1 ((2-bromoethyl)benzene), COC1=CC2=C(N3C(S2)=NC=C3C=O)C=C1 (7-Methoxy-imidazo[2,1-b]benzothiazole-3-carboxaldehyde). Solvent: CCOCC (ether). The product is COC1=CC2=C(N3C(S2)=NC=C3C(O)CCC3=CC=CC=C3)C=C1 (7-Methoxy-α-(2-phenylethyl)imidazo[2,1-b]benzothiazole-3-methanol). Reaction SMILES: [Mg].Br[CH2:3][CH2:4][C:5]1[CH:10]=[CH:9][CH:8]=[CH:7][CH:6]=1.[CH3:11][O:12][C:13]1[CH:26]=[CH:25][C:16]2[N:17]3[C:22]([CH:23]=[O:24])=[CH:21][N:20]=[C:18]3[S:19][C:15]=2[CH:14]=1>CCOCC>[CH3:11][O:12][C:13]1[CH:26]=[CH:25][C:16]2[N:17]3[C:22]([CH:23]([CH2:3][CH2:4][C:5]4[CH:10]=[CH:9][CH:8]=[CH:7][CH:6]=4)[OH:24])=[CH:21][N:20]=[C:18]3[S:19][C:15]=2[CH:14]=1. Procedure: Magnesium (0.146 g) in anhydrous ether (15 mL) was treated with (2-bromoethyl)benzene (0.82 mL) and reacted for 2.5 hours. Solid 7-Methoxy-imidazo[2,1-b]benzothiazole-3-carboxaldehyde (Formula M-3) (0.46 g) was added and reacted for 24 hours. The reaction mixture was quenched with 5% ammonium chloride solution and product was extracted into ethyl acetate. Drying and evaporation of solvent gave crude 7-Methoxy-α-(2-phenylethyl) imidazo[2,1-b]benzothiazole-3-methanol (Formula M-4) which was recrys... Starting materials: S(O)(O)(=O)=O (sulphuric acid), C(C)(=O)OC(C)C (Iso-propyl acetate), OC=1C=C(C(=O)OC)C=C(C1)OC(=O)C1=CC=CC=C1 (methyl 3-hydroxy-5-[(phenylcarbonyl)oxy]benzoate), C([O-])([O-])=O.[Cs+].[Cs+] (cesium carbonate), Cl (hydrochloric acid), CC1=CC=C(C=C1)S(=O)(=O)O[C@@H](COC)C ((1R)-2-methoxy-1-methylethyl 4-methylbenzenesulfonate), [OH-].[Na+] (sodium hydroxide). Run in CS(=O)C (dimethylsulfoxide), C(C)(C)(C)OC (Methyl tert-butyl ether), O (water). Run at temperature 15 celsius, time 15 minute. Product: OC=1C=C(C(=O)O)C=C(C1)O[C@H](COC)C (3-hydroxy-5-[(1S)-2-methoxy-1-methylethoxy]benzoic acid). As a reaction SMILES: [OH:1][C:2]1[CH:3]=[C:4]([CH:9]=[C:10]([O:12][C:13]([C:15]2C=CC=CC=2)=O)[CH:11]=1)[C:5]([O:7]C)=[O:6].C(=O)([O-])[O-].[Cs+].[Cs+].CC1C=CC(S(O[C@H](C)[CH2:39][O:40][CH3:41])(=O)=O)=CC=1.C(OC(C)C)(=O)C.S(=O)(=O)(O)O.[OH-].[Na+].Cl>C(OC)(C)(C)C.O.CS(C)=O>[OH:1][C:2]1[CH:3]=[C:4]([CH:9]=[C:10]([O:12][C@@H:13]([CH3:15])[CH2:39][O:40][CH3:41])[CH:11]=1)[C:5]([OH:7])=[O:6] |f:1.2.3,7.8|. Reported procedure: To a flask fitted with overhead stirrer, condenser, thermometer and nitrogen line was added methyl 3-hydroxy-5-[(phenylcarbonyl)oxy]benzoate (1.0 eq), cesium carbonate (1.5 eq) and dimethylsulfoxide (7.0 vols) under a nitrogen atmosphere. The batch was heated to 40-45° C. (1R)-2-methoxy-1-methylethyl 4-methylbenzenesulfonate (1.3 eq) was added slowly dropwise over at least 90 minutes maintaining reaction temperature at 40-45° C. The reaction mixture was held for at least 8 hours and then was coo... The reactants are CC1(OC(=O)CC(=O)O1)C (Meldrum's acid), aldehyde, C(CC(=O)OCCCCCCO)(=O)OCCCCCCO (bis-(6-hydroxyhexyl) malonate), C(CCCCCO)O (1,6-hexanediol), C1(=CC=C(C=C1)S(=O)(=O)O)C (p-toluenesulphonic acid), C(C)(=O)O.N1CCCCC1 (piperidine acetate). The solvent is CC(=O)C (acetone), O (water). The product is OCCCCCCOC(=O)C=1C(OC2=CC(=CC=C2C1)N(CC)CC)=O (3-(6-hydroxyhexoxycarbonyl)-7-diethylaminocoumarin). RXN SMILES: CC1(C)OC(=O)CC(=O)O1.C(O)CCCCCO.[C:19]1([CH3:29])[CH:24]=[CH:23][C:22](S(O)(=O)=O)=[CH:21][CH:20]=1.[C:30]([O:43]CCCCCCO)(=[O:42])[CH2:31][C:32]([O:34][CH2:35][CH2:36][CH2:37][CH2:38][CH2:39][CH2:40][OH:41])=[O:33].C(O)(=O)C.[NH:55]1[CH2:60][CH2:59]C[CH2:57][CH2:56]1>O.CC(C)=O>[OH:41][CH2:40][CH2:39][CH2:38][CH2:37][CH2:36][CH2:35][O:34][C:32]([C:31]1[C:30](=[O:42])[O:43][C:24]2[C:19]([CH:29]=1)=[CH:20][CH:21]=[C:22]([N:55]([CH2:60][CH3:59])[CH2:56][CH3:57])[CH:23]=2)=[O:33] |f:4.5|. Procedure details: In this scheme, bis-(6-hydroxyhexyl) malonate is first produced by reacting the Meldrum's acid and 1,6-hexanediol in the presence of catalytic quantities of p-toluenesulphonic acid with elimination of acetone and water. The bis-(6-hydroxyhexyl) malonate is then combined with 4-diethylaminosalicylic aldehyde in the presence of catalytic quantities of piperidine acetate to form the desired 3-(6-hydroxyhexoxycarbonyl)-7-diethylaminocoumarin. Starting materials: CO, O=[N+]([O-])c1cnn(C2OC(CO)C(O)C2O)n1, NN, O. Product: Nc1cnn(C2OC(CO)C(O)C2O)n1. Reaction SMILES: [CH3:21][OH:22].[N+:1]([O-:2])(=[O:3])[c:4]1[n:5][n:6]([CH:9]2[CH:10]([OH:11])[CH:12]([OH:13])[CH:14]([CH2:16][OH:17])[O:15]2)[n:7][cH:8]1.[NH2:19][NH2:20].[OH2:18]>>[NH2:1][c:4]1[n:5][n:6]([CH:9]2[CH:10]([OH:11])[CH:12]([OH:13])[CH:14]([CH2:16][OH:17])[O:15]2)[n:7][cH:8]1. The reactants are CS(=O)(=O)OCC1CN2C(=O)CN(C(=O)OCc3ccccc3)c3ccc(=O)n1c32, CC#N, CC(C)(C)OC(=O)NC1CCNCC1, c1ccncc1. Yields the product CC(C)(C)OC(=O)NC1CCN(CC2CN3C(=O)CN(C(=O)OCc4ccccc4)c4ccc(=O)n2c43)CC1. As a reaction SMILES: [CH3:1][S:2]([O:3][CH2:6][CH:7]1[CH2:8][N:9]2[C:10](=[O:30])[CH2:11][N:12]([C:20](=[O:21])[O:22][CH2:23][c:24]3[cH:25][cH:26][cH:27][cH:28][cH:29]3)[c:13]3[cH:14][cH:15][c:16](=[O:19])[n:17]1[c:18]32)(=[O:4])=[O:5].[CH3:51][C:52]#[N:53].[NH:37]1[CH2:38][CH2:39][CH:40]([NH:43][C:44]([O:45][C:46]([CH3:47])([CH3:48])[CH3:49])=[O:50])[CH2:41][CH2:42]1.[cH:31]1[cH:32][cH:33][n:34][cH:35][cH:36]1>>[CH2:6]([CH:7]1[CH2:8][N:9]2[C:10](=[O:30])[CH2:11][N:12]([C:20](=[O:21])[O:22][CH2:23][c:24]3[cH:25][cH:26][cH:27][cH:28][cH:29]3)[c:13]3[cH:14][cH:15][c:16](=[O:19])[n:17]1[c:18]32)[N:37]1[CH2:38][CH2:39][CH:40]([NH:43][C:44]([O:45][C:46]([CH3:47])([CH3:48])[CH3:49])=[O:50])[CH2:41][CH2:42]1. Starting materials: C(C)(C)(C)OC(N[C@@H](C)C1=CC(=CC=C1)OC)=O ([(S)-1-(3-methoxyphenyl)ethyl]carbamic acid tert-butyl ester), B(Br)(Br)Br (BBr3). Solvent: ClCCl (dichloromethane). Yields the product N[C@@H](C)C=1C=C(C=CC1)O (3-[(S)-1-Aminoethyl]phenol), solid. RXN SMILES: C(OC(=O)[NH:7][C@H:8]([C:10]1[CH:15]=[CH:14][CH:13]=[C:12]([O:16]C)[CH:11]=1)[CH3:9])(C)(C)C.B(Br)(Br)Br>ClCCl>[NH2:7][C@H:8]([C:10]1[CH:11]=[C:12]([OH:16])[CH:13]=[CH:14][CH:15]=1)[CH3:9]. Procedure details: To a solution of [(S)-1-(3-methoxyphenyl)ethyl]carbamic acid tert-butyl ester (3 g, 12 mmol) in dichloromethane (25 mL) at −78° C. was added BBr3 (1.0 M solution in dichloromethane) (26 mL, 26 mmol) dropwise. After the addition, the solution was warmed up to room temperature. The reaction mixture was quenched with methanol (100 mL) and concentrated under vacuum. This process was repeated until no white fumes were observed upon adding methanol. The title compound was obtained as pale yellow solid...